This data is from the Open Reaction Database (ORD), a public repository of structured organic reaction records. The task is: describe an organic reaction: reactants, conditions, products, and yield The reactants are CCO, CC(C)OC(=O)c1cc(-n2c(Cl)nc(C(F)(F)F)c(F)c2=O)c(F)cc1Cl. The product is CCOc1nc(C(F)(F)F)c(F)c(=O)n1-c1cc(C(=O)OC(C)C)c(Cl)cc1F. As a reaction SMILES: [CH3:28][CH2:29][OH:30].[Cl:1][c:2]1[c:3]([C:4](=[O:5])[O:6][CH:7]([CH3:8])[CH3:9])[cH:10][c:11](-[n:15]2[c:16]([Cl:27])[n:17][c:18]([C:23]([F:24])([F:25])[F:26])[c:19]([F:22])[c:20]2=[O:21])[c:12]([F:14])[cH:13]1>>[Cl:1][c:2]1[c:3]([C:4](=[O:5])[O:6][CH:7]([CH3:8])[CH3:9])[cH:10][c:11](-[n:15]2[c:16]([O:30][CH2:29][CH3:28])[n:17][c:18]([C:23]([F:24])([F:25])[F:26])[c:19]([F:22])[c:20]2=[O:21])[c:12]([F:14])[cH:13]1. Starting materials: CCCC(C(=O)OC)c1c(C)nc2cc(C(C)(C)C)nn2c1-c1ccc(C)cc1Cl, CO, [Na+], [OH-]. The product is CCCC(C(=O)O)c1c(C)nc2cc(C(C)(C)C)nn2c1-c1ccc(C)cc1Cl. As a reaction SMILES: [C:1]([CH3:2])([CH3:3])([CH3:4])[c:5]1[n:6][n:7]2[c:8]([n:9][c:10]([CH3:29])[c:11]([CH:21]([C:22](=[O:23])[O:24][CH3:25])[CH2:26][CH2:27][CH3:28])[c:12]2-[c:13]2[c:14]([Cl:20])[cH:15][c:16]([CH3:19])[cH:17][cH:18]2)[cH:30]1.[CH3:33][OH:34].[Na+:32].[OH-:31]>>[C:1]([CH3:2])([CH3:3])([CH3:4])[c:5]1[n:6][n:7]2[c:8]([n:9][c:10]([CH3:29])[c:11]([CH:21]([C:22](=[O:23])[OH:24])[CH2:26][CH2:27][CH3:28])[c:12]2-[c:13]2[c:14]([Cl:20])[cH:15][c:16]([CH3:19])[cH:17][cH:18]2)[cH:30]1. The product is CCN(C)C(=O)N(C)C(=O)Nc1ccccc1. RXN SMILES: [CH2:3]([CH3:4])[N:5]([C:6](=[O:7])[NH:8][CH3:9])[CH3:10].[H-:1].[Na+:2].[O:11]=[C:12]=[N:13][c:14]1[cH:15][cH:16][cH:17][cH:18][cH:19]1.[O:20]1[CH2:21][CH2:22][CH2:23][CH2:24]1>>[CH2:3]([CH3:4])[N:5]([C:6](=[O:7])[N:8]([CH3:9])[C:12](=[O:11])[NH:13][c:14]1[cH:15][cH:16][cH:17][cH:18][cH:19]1)[CH3:10]. Reactants: CCN(C)C(=O)NC, [H-], [Na+], O=C=Nc1ccccc1, C1CCOC1. Reactants: C1CCOC1, OCC1COCCO1, CC(C)OC(=O)N=NC(=O)OC(C)C, O=C1c2ccccc2C(=O)N1O, c1ccc(P(c2ccccc2)c2ccccc2)cc1. Product: O=C1c2ccccc2C(=O)N1OCC1COCCO1. RXN SMILES: [CH2:54]1[O:55][CH2:56][CH2:57][CH2:58]1.[O:1]1[CH:2]([CH2:7][OH:8])[CH2:3][O:4][CH2:5][CH2:6]1.[O:40]=[C:41]([O:42][CH:43]([CH3:44])[CH3:45])[N:46]=[N:47][C:48]([O:49][CH:50]([CH3:51])[CH3:52])=[O:53].[OH:9][N:10]1[C:11](=[O:20])[c:12]2[c:13]([cH:16][cH:17][cH:18][cH:19]2)[C:14]1=[O:15].[c:21]1([P:22]([c:23]2[cH:24][cH:25][cH:26][cH:27][cH:28]2)[c:29]2[cH:30][cH:31][cH:32][cH:33][cH:34]2)[cH:35][cH:36][cH:37][cH:38][cH:39]1>>[O:1]1[CH:2]([CH2:7][O:8][N:10]2[C:11](=[O:20])[c:12]3[c:13]([cH:16][cH:17][cH:18][cH:19]3)[C:14]2=[O:15])[CH2:3][O:4][CH2:5][CH2:6]1.